From a dataset of the Open Reaction Database (ORD), a public repository of structured organic reaction records. describe an organic reaction: reactants, conditions, products, and yield Product: C(C(C)C)OC1=C(C(=O)C=2C=C3C=C(N(C3=CC2)CC(C)C)C(=O)O)C=CC(=C1)OCC(C)C (5-(2,4-diisobutoxybenzoyl)-1-isobutyl-1H-indole-2-carboxylic acid). Run in C(Cl)(Cl)Cl (chloroform), C(C)O (ethanol). Conditions: time 1 hour. Reported procedure: In 2 ml of ethanol is dissolved 0.18 g of ethyl 5-(2,4-diisobutoxybenzoyl)-1-isobutyl-1H-indole-2-carboxylate. After adding 0.3 ml of 5 mol/L sodium hydroxide, the mixture thus obtained is stirred at ambient temperature for one hour. Water and chloroform are added to the reaction mixture, pH is adjusted to 2 with 6 mol/L hydrochloric acid, and the organic layer is separated. The organic layer is washed with water and saturated aqueous solution of sodium chloride successively and dried over anhyd... Starting materials: O (Water), Cl (hydrochloric acid), [OH-].[Na+] (sodium hydroxide), C(C(C)C)OC1=C(C(=O)C=2C=C3C=C(N(C3=CC2)CC(C)C)C(=O)OCC)C=CC(=C1)OCC(C)C (ethyl 5-(2,4-diisobutoxybenzoyl)-1-isobutyl-1H-indole-2-carboxylate). Isolated yield 88.4%. Reaction SMILES: [CH2:1]([O:5][C:6]1[CH:31]=[C:30]([O:32][CH2:33][CH:34]([CH3:36])[CH3:35])[CH:29]=[CH:28][C:7]=1[C:8]([C:10]1[CH:11]=[C:12]2[C:16](=[CH:17][CH:18]=1)[N:15]([CH2:19][CH:20]([CH3:22])[CH3:21])[C:14]([C:23]([O:25]CC)=[O:24])=[CH:13]2)=[O:9])[CH:2]([CH3:4])[CH3:3].[OH-].[Na+].O.Cl>C(O)C.C(Cl)(Cl)Cl>[CH2:1]([O:5][C:6]1[CH:31]=[C:30]([O:32][CH2:33][CH:34]([CH3:36])[CH3:35])[CH:29]=[CH:28][C:7]=1[C:8]([C:10]1[CH:11]=[C:12]2[C:16](=[CH:17][CH:18]=1)[N:15]([CH2:19][CH:20]([CH3:22])[CH3:21])[C:14]([C:23]([OH:25])=[O:24])=[CH:13]2)=[O:9])[CH:2]([CH3:4])[CH3:3] |f:1.2|. The reactants are BrC1=C(C=CC(=C1)[N+](=O)[O-])N1C2=C(OCC1)C=C(C=C2)S(=O)(=O)N(C=2SC=CN2)CC2=CC=C(C=C2)OC (4-(2-bromo-4-nitrophenyl)-N-(4-methoxybenzyl)-N-(thiazol-2-yl)-3,4-dihydro-2H-benzo[b][1,4]oxazine-7-sulfonamide), C(C)(=O)O (acetic acid). The reagents and catalysts are [Fe] (iron). The solvent is C1CCOC1 (THF), C1CCOC1 (THF). Conditions: temperature 70 celsius. Product: NC1=CC(=C(C=C1)N1C2=C(OCC1)C=C(C=C2)S(=O)(=O)N(C=2SC=CN2)CC2=CC=C(C=C2)OC)Br (4-(4-amino-2-bromophenyl)-N-(4-methoxybenzyl)-N-(thiazol-2-yl)-3,4-dihydro-2H-benzo[b][1,4]oxazine-7-sulfonamide). As a reaction SMILES: [Br:1][C:2]1[CH:7]=[C:6]([N+:8]([O-])=O)[CH:5]=[CH:4][C:3]=1[N:11]1[CH2:16][CH2:15][O:14][C:13]2[CH:17]=[C:18]([S:21]([N:24]([CH2:30][C:31]3[CH:36]=[CH:35][C:34]([O:37][CH3:38])=[CH:33][CH:32]=3)[C:25]3[S:26][CH:27]=[CH:28][N:29]=3)(=[O:23])=[O:22])[CH:19]=[CH:20][C:12]1=2.C(O)(=O)C>C1COCC1.[Fe]>[NH2:8][C:6]1[CH:5]=[CH:4][C:3]([N:11]2[CH2:16][CH2:15][O:14][C:13]3[CH:17]=[C:18]([S:21]([N:24]([CH2:30][C:31]4[CH:36]=[CH:35][C:34]([O:37][CH3:38])=[CH:33][CH:32]=4)[C:25]4[S:26][CH:27]=[CH:28][N:29]=4)(=[O:23])=[O:22])[CH:19]=[CH:20][C:12]2=3)=[C:2]([Br:1])[CH:7]=1. Reported procedure: 4-(2-bromo-4-nitrophenyl)-N-(4-methoxybenzyl)-N-(thiazol-2-yl)-3,4-dihydro-2H-benzo[b][1,4]oxazine-7-sulfonamide (0.025 g, 0.040 mmol) was dissolved in THF (0.135 mL) and acetic acid (0.127 mL, 2.227 mmol), and iron (0.023 g, 0.405 mmol) was added. The flask was sealed and heated to 70° C. for 1 hour. The reaction was cooled to rt, diluted with THF, and filtered through Celite® (diatomaceous earth), washing well with THF. The filtrate was concentrated, and partitioned between saturated aqueous s... Reactants: COC1=CC=C(C=C1)CCC(=O)O (3-(4-methoxyphenyl)propionic acid), N1CCOCC1 (morpholine), amine. The product is COC1=CC=C(C[C@@H](C(=O)OCC2=CC=CC=C2)CC(=O)N2CCOCC2)C=C1 (benzyl 2(R)-(4-methoxybenzyl)-3-(morpholinocarbonyl)propionate). Reaction SMILES: [CH3:1][O:2][C:3]1[CH:8]=[CH:7][C:6]([CH2:9][CH2:10][C:11]([OH:13])=[O:12])=[CH:5][CH:4]=1.[NH:14]1[CH2:19][CH2:18][O:17][CH2:16][CH2:15]1>>[CH3:1][O:2][C:3]1[CH:4]=[CH:5][C:6]([CH2:9][C@H:10]([CH2:10][C:11]([N:14]2[CH2:19][CH2:18][O:17][CH2:16][CH2:15]2)=[O:12])[C:11]([O:13][CH2:9][C:6]2[CH:7]=[CH:8][CH:3]=[CH:4][CH:5]=2)=[O:12])=[CH:7][CH:8]=1. Reported procedure: A procedure similar to those described in Preparations 12-14 was repeated, but using 3-(4-methoxyphenyl)propionic acid as one of the starting materials and morpholine as the amine, to afford benzyl 2(R)-(4-methoxybenzyl)-3-(morpholinocarbonyl)propionate. 1.62 g (4.08 mmole) of this compound was dissolved in 50 ml of ethanol, and the solution was stirred at room temperature for 4 hours under an atmosphere of hydrogen and in the presence of 160 mg of 10% w/w palladium-on-charcoal. At the end of th... The reactants are CC(C)=O, O=Cc1cc(F)ccc1Cl, [Na+], [OH-], O. Product: CC(=O)C=Cc1cc(F)ccc1Cl. As a reaction SMILES: [CH3:13][C:14]([CH3:15])=[O:16].[Cl:3][c:4]1[c:5]([CH:6]=[O:7])[cH:8][c:9]([F:12])[cH:10][cH:11]1.[Na+:2].[OH-:1].[OH2:17]>>[Cl:3][c:4]1[c:5]([CH:6]=[CH:13][C:14]([CH3:15])=[O:16])[cH:8][c:9]([F:12])[cH:10][cH:11]1. Starting materials: C1(=CC=CC=C1)P(C1=C(C2=CC=CC=C2C=C1)C1=C(C=CC2=CC=CC=C12)P(C1=CC=CC=C1)C1=CC=CC=C1)C1=CC=CC=C1 (2,2′-bis-diphenylphosphanyl-[1,1′]binaphthalenyl), ClC=1N=C(C2=C(N1)N(C=C2C2=CC1=C(N=C(O1)C)C=C2)COCC[Si](C)(C)C)OC2CCCC2 (6-(2-chloro-4-(cyclopentyloxy)-7-((2-(trimethylsilyl)ethoxy)methyl)-7H-pyrrolo[2,3-d]pyrimidin-5-yl)-2-methylbenzo[d]oxazole), NC1=C(C=C(C(=O)NC)C=C1)Cl (4-amino-3-chloro-N-methylbenzamide), C([O-])([O-])=O.[Cs+].[Cs+] (cesium carbonate). The reagents and catalysts are C(C)(=O)[O-].[Pd+2].C(C)(=O)[O-] (palladium acetate). The solvent is O1CCOCC1 (1,4-dioxane). Reaction conditions: temperature 100 celsius, time 4 hour. Yields the product ClC=1C=C(C(=O)NC)C=CC1NC=1N=C(C2=C(N1)N(C=C2C2=CC1=C(N=C(O1)C)C=C2)COCC[Si](C)(C)C)OC2CCCC2 (3-Chloro-4-((4-(cyclopentyloxy)-5-(2-methylbenzo[d]oxazol-6-yl)-7-((2-(trimethylsilyl)ethoxy)methyl)-7H-pyrrolo[2,3-d]pyrimidin-2-yl)amino)-N-methylbenzamide). Yield: 65.0%. As a reaction SMILES: Cl[C:2]1[N:3]=[C:4]([O:29][CH:30]2[CH2:34][CH2:33][CH2:32][CH2:31]2)[C:5]2[C:10]([C:11]3[CH:20]=[CH:19][C:14]4[N:15]=[C:16]([CH3:18])[O:17][C:13]=4[CH:12]=3)=[CH:9][N:8]([CH2:21][O:22][CH2:23][CH2:24][Si:25]([CH3:28])([CH3:27])[CH3:26])[C:6]=2[N:7]=1.[NH2:35][C:36]1[CH:45]=[CH:44][C:39]([C:40]([NH:42][CH3:43])=[O:41])=[CH:38][C:37]=1[Cl:46].C(=O)([O-])[O-].[Cs+].[Cs+].C1(P(C2C=CC=CC=2)C2C=CC3C(=CC=CC=3)C=2C2C3C(=CC=CC=3)C=CC=2P(C2C=CC=CC=2)C2C=CC=CC=2)C=CC=CC=1>O1CCOCC1.C([O-])(=O)C.[Pd+2].C([O-])(=O)C>[Cl:46][C:37]1[CH:38]=[C:39]([CH:44]=[CH:45][C:36]=1[NH:35][C:2]1[N:3]=[C:4]([O:29][CH:30]2[CH2:34][CH2:33][CH2:32][CH2:31]2)[C:5]2[C:10]([C:11]3[CH:20]=[CH:19][C:14]4[N:15]=[C:16]([CH3:18])[O:17][C:13]=4[CH:12]=3)=[CH:9][N:8]([CH2:21][O:22][CH2:23][CH2:24][Si:25]([CH3:28])([CH3:27])[CH3:26])[C:6]=2[N:7]=1)[C:40]([NH:42][CH3:43])=[O:41] |f:2.3.4,7.8.9|. Procedure: To a degassed mixture of 6-(2-chloro-4-(cyclopentyloxy)-7-((2-(trimethylsilyl)ethoxy)methyl)-7H-pyrrolo[2,3-d]pyrimidin-5-yl)-2-methylbenzo[d]oxazole (1 equiv), 4-amino-3-chloro-N-methylbenzamide (1 equiv) and cesium carbonate (3 equiv) in 1,4-dioxane (0.1 M) was added palladium acetate (0.2 equiv) and 2,2′-bis-diphenylphosphanyl-[1,1′]binaphthalenyl (0.2 equiv). The reaction was stirred at 100° C. for 4 h. The reaction mixture was cooled to room temperature, and concentrated. The residue was pu... The reactants are B([C@H]1C[C@@H]2C[C@H]([C@@H]1C)C2(C)C)([C@H]3C[C@@H]4C[C@H]([C@@H]3C)C4(C)C)Cl ((+)-DIP-chloride), C(C)(C)(C)OC(=O)N1CCC(CC1)C(C1=CC=C(C=C1)Br)=O (4-(4-bromobenzoyl)-piperidine-1-carboxylic acid tert-butyl ester). The solvent is C1CCOC1 (THF). Reaction conditions: time 29 hour. The product is C(C)(C)(C)OC(=O)N1CCC(CC1)[C@@H](O)C1=CC=C(C=C1)Br ((R)-4-[(4-bromophenyl)-hydroxymethyl]-piperidine-1-carboxylic acid tert-butyl ester). As a reaction SMILES: B(Cl)([C@@H]1[C@@H](C)[C@@H]2C(C)(C)[C@@H](C2)C1)[C@@H]1[C@@H](C)[C@@H]2C(C)(C)[C@@H](C2)C1.[C:23]([O:27][C:28]([N:30]1[CH2:35][CH2:34][CH:33]([C:36](=[O:44])[C:37]2[CH:42]=[CH:41][C:40]([Br:43])=[CH:39][CH:38]=2)[CH2:32][CH2:31]1)=[O:29])([CH3:26])([CH3:25])[CH3:24]>C1COCC1>[C:23]([O:27][C:28]([N:30]1[CH2:31][CH2:32][CH:33]([C@H:36]([C:37]2[CH:42]=[CH:41][C:40]([Br:43])=[CH:39][CH:38]=2)[OH:44])[CH2:34][CH2:35]1)=[O:29])([CH3:26])([CH3:24])[CH3:25]. Procedure: To a solution of (+)-DIP-chloride™ (6.42 g, 20.0 mmol) in THF (10 mL) at 0° C. was added 4-(4-bromobenzoyl)-piperidine-1-carboxylic acid tert-butyl ester (3.68 g, 10.0 mmol). The mixture was stirred at room temperature for 29 hours to give (R)-4-[(4-bromophenyl)-hydroxymethyl]-piperidine-1-carboxylic acid tert-butyl ester (ee 82% determined by both chiral HPLC and Mosher ester) as a crystalline solid (2.22 g, 54%) following work-up and purification. This material was recrystallized (CH2Cl2/hexan...